From a dataset of the Open Reaction Database (ORD), a public repository of structured organic reaction records. describe an organic reaction: reactants, conditions, products, and yield Starting materials: FC1=C(C#N)C(=CC=C1O)I (2-fluoro-3-hydroxy-6-iodobenzonitrile), [H-].[Na+] (NaH), COCCl (chloromethyl methyl ether). The solvent is C1CCOC1 (THF). Reaction conditions: time 5 minute. Yields the product FC1=C(C#N)C(=CC=C1OCOC)I (2-fluoro-6-iodo-3-(methoxymethoxy)benzonitrile). Isolated yield 72.0%. Reaction SMILES: [F:1][C:2]1[C:9]([OH:10])=[CH:8][CH:7]=[C:6]([I:11])[C:3]=1[C:4]#[N:5].[H-].[Na+].[CH3:14][O:15][CH2:16]Cl>C1COCC1>[F:1][C:2]1[C:9]([O:10][CH2:14][O:15][CH3:16])=[CH:8][CH:7]=[C:6]([I:11])[C:3]=1[C:4]#[N:5] |f:1.2|. Reported procedure: A 0° C. solution of Example 68A (250 mg, 0.95 mmol) in THF (5 mL) at room temperature was treated with NaH (25 mg, 95%, 1.05 mmol), stirred for 5 minutes, treated with chloromethyl methyl ether (0.108 mL, 1.4 mmol), stirred overnight, and partitioned between water and ethyl acetate. The organic extract was washed with brine, dried (MgSO4), filtered, and concentrated. The residue was purified by flash column chromatography on silica gel with 2% ethyl acetate/hexanes to provide 0.21 g of the desir... Reactants: CCC(=O)Nc1cccc(NC(=O)CC(C)(OC)OC)c1, Cc1ccccc1. The product is CCC(=O)Nc1cccc(NC(=O)C=C(C)OC)c1. Reaction SMILES: [C:1]([CH2:2][CH3:3])(=[O:4])[NH:5][c:6]1[cH:7][c:8]([NH:9][C:10]([CH2:11][C:12]([CH3:13])([O:14][CH3:15])[O:16][CH3:17])=[O:18])[cH:19][cH:20][cH:21]1.[CH3:22][c:23]1[cH:24][cH:25][cH:26][cH:27][cH:28]1>>[C:1]([CH2:2][CH3:3])(=[O:4])[NH:5][c:6]1[cH:7][c:8]([NH:9][C:10]([CH:11]=[C:12]([CH3:13])[O:14][CH3:15])=[O:18])[cH:19][cH:20][cH:21]1.